Task: describe an organic reaction: reactants, conditions, products, and yield. Dataset: the Open Reaction Database (ORD), a public repository of structured organic reaction records Reactants: [BH3-]C#N, CC(=O)Cl, CO, CCO, [Na+], C1=COC(c2ccc3[nH]cc(CCN4CCCC4)c3c2)CC1. Product: c1cc2[nH]cc(CCN3CCCC3)c2cc1C1CCCCO1. Reaction SMILES: [C:23]([BH3-:24])#[N:25].[CH3:27][C:28](=[O:29])[Cl:30].[CH3:31][OH:32].[CH3:33][CH2:34][OH:35].[Na+:26].[O:1]1[CH:2]([c:7]2[cH:8][c:9]3[c:10]([CH2:16][CH2:17][N:18]4[CH2:19][CH2:20][CH2:21][CH2:22]4)[cH:11][nH:12][c:13]3[cH:14][cH:15]2)[CH2:3][CH2:4][CH:5]=[CH:6]1>>[O:1]1[CH:2]([c:7]2[cH:8][c:9]3[c:10]([CH2:16][CH2:17][N:18]4[CH2:19][CH2:20][CH2:21][CH2:22]4)[cH:11][nH:12][c:13]3[cH:14][cH:15]2)[CH2:3][CH2:4][CH2:5][CH2:6]1. The product is substituted phenylhydrazine, C1(=CC=C(C=C1)N(N)CC(=O)OCC)C (ethyl 2-(1-p-tolylhydrazinyl)acetate). Reported procedure: Method for the preparation of compound 19 [isopentyl 2-(2,6-dimethyl-3,4-dihydro-1H-pyrido[3,4-b]indol-9(2H)-yl)acetate]:p-tolylhydrazine is alkylated with ethyl 2-bromoacetate to give the substituted phenylhydrazine, ethyl 2-(1-p-tolylhydrazinyl)acetate (III). The reaction of III with 4,4-dimethoxy-N-methylbutan-1-amine gives the indole derivative ethyl 2-(5-methyl-3-(2-(methylamino)ethyl)-1H-indol-1-yl)acetate (V). Effecting the indole to standard Pictet Spingler conditions with formaldehyde g... Starting materials: BrCC(=O)OCC (ethyl 2-bromoacetate), compound 19, C1(=CC=C(C=C1)NN)C (p-tolylhydrazine). As a reaction SMILES: [C:1]1([CH3:9])[CH:6]=[CH:5][C:4]([NH:7][NH2:8])=[CH:3][CH:2]=1.Br[CH2:11][C:12]([O:14][CH2:15][CH3:16])=[O:13]>>[C:1]1([CH3:9])[CH:6]=[CH:5][C:4]([N:7]([CH2:11][C:12]([O:14][CH2:15][CH3:16])=[O:13])[NH2:8])=[CH:3][CH:2]=1. Reactants: C1(=CC=C(C=C1)C[C@H](C(=O)O)NC(=O)OC(C)(C)C)C1=CC=CC=C1 ((R)-3-biphenyl-4-yl-2-t-butoxycarbonylamino-propionic acid), CC1(OC(=O)CC(=O)O1)C (Meldrum's acid), C1CCC(CC1)N=C=NC2CCCCC2 (DCC). Reagents/catalysts: CN(C)C=1C=CN=CC1 (DMAP). Run in C(Cl)Cl (DCM), C(Cl)Cl (DCM). Run at temperature -5 celsius, time 8 hour. Product: C(C)(C)(C)OC(N[C@@H](C(=O)C1C(OC(OC1=O)(C)C)=O)CC1=CC=C(C=C1)C1=CC=CC=C1)=O ([(R)-1-Biphenyl-4-ylmethyl-2-(2,2-dimethyl-4,6-dioxo-[1,3]dioxan-5-yl)-2-oxoethyl]carbamic Acid t-Butyl Ester). Yield: 99.6%. RXN SMILES: [C:1]1([C:20]2[CH:25]=[CH:24][CH:23]=[CH:22][CH:21]=2)[CH:6]=[CH:5][C:4]([CH2:7][C@@H:8]([NH:12][C:13]([O:15][C:16]([CH3:19])([CH3:18])[CH3:17])=[O:14])[C:9](O)=[O:10])=[CH:3][CH:2]=1.[CH3:26][C:27]1([CH3:35])[O:34][C:32](=[O:33])[CH2:31][C:29](=[O:30])[O:28]1.C1CCC(N=C=NC2CCCCC2)CC1>CN(C1C=CN=CC=1)C.C(Cl)Cl>[C:16]([O:15][C:13](=[O:14])[NH:12][C@H:8]([CH2:7][C:4]1[CH:3]=[CH:2][C:1]([C:20]2[CH:25]=[CH:24][CH:23]=[CH:22][CH:21]=2)=[CH:6][CH:5]=1)[C:9]([CH:31]1[C:32](=[O:33])[O:34][C:27]([CH3:35])([CH3:26])[O:28][C:29]1=[O:30])=[O:10])([CH3:19])([CH3:17])[CH3:18]. Reported procedure: To a solution of (R)-3-biphenyl-4-yl-2-t-butoxycarbonylamino-propionic acid (50 g, 146 mmol), Meldrum's acid (23.3 g, 161 mmol) and DMAP (27.8 g, 227 mmol) in anhydrous DCM (500 mL) was added a solution of DCC (33.3 g, 161 mmol) in anhydrous DCM (200 mL) over 1 hour at −5° C. under nitrogen. The mixture was stirred at −5° C. for 8 hours, then refrigerated overnight, during which tiny crystals of dicyclohexylurea precipitated. After filtration, the mixture was washed with 5% KHSO4 (4×200 mL) and ...